This data is from the Open Reaction Database (ORD), a public repository of structured organic reaction records. The task is: describe an organic reaction: reactants, conditions, products, and yield Reactants: OC1C(C(C2(CO2)CC1)C1(OC1CC=C(C)C)C)OC (6-hydroxy-5-methoxy-4-[2-methyl-3-(3-methyl-2-butenyl)oxiranyl]-1-oxaspiro[2,5]octane), N1=CC=CC=C1 (pyridine), N1CCCCC1 (piperidine), ClC(=O)OC1=CC=C(C=C1)[N+](=O)[O-] (4-nitrophenyl chloroformate). Reagents/catalysts: CN(C1=CC=NC=C1)C (4-dimethylaminopyridine). The solvent is ClCCl (dichloromethane), C(C)OCC (diethyl ether). Run at time 2 hour. Yields the product COC1C(C2(CO2)CCC1OC(=O)N1CCCCC1)C1(OC1CC=C(C)C)C (5-methoxy-4-[2-methyl-3-(3-methyl-2-butenyl)oxiranyl]-6-piperidinocarbonyloxy-1-oxaspiro[2,5]octane). As a reaction SMILES: [OH:1][CH:2]1[CH2:9][CH2:8][C:5]2([O:7][CH2:6]2)[CH:4]([C:10]2([CH3:18])[CH:12]([CH2:13][CH:14]=[C:15]([CH3:17])[CH3:16])[O:11]2)[CH:3]1[O:19][CH3:20].[N:21]1[CH:26]=[CH:25][CH:24]=[CH:23][CH:22]=1.Cl[C:28](OC1C=CC([N+]([O-])=O)=CC=1)=[O:29].N1CCCCC1>CN(C)C1C=CN=CC=1.ClCCl.C(OCC)C>[CH3:20][O:19][CH:3]1[CH:2]([O:1][C:28]([N:21]2[CH2:26][CH2:25][CH2:24][CH2:23][CH2:22]2)=[O:29])[CH2:9][CH2:8][C:5]2([O:7][CH2:6]2)[CH:4]1[C:10]1([CH3:18])[CH:12]([CH2:13][CH:14]=[C:15]([CH3:17])[CH3:16])[O:11]1. Reported procedure: To a mixture of 6-hydroxy-5-methoxy-4-[2-methyl-3-(3-methyl-2-butenyl)oxiranyl]-1-oxaspiro[2,5]octane (26 mg), pyridine (44 μl), and 4-dimethylaminopyridine (2 mg) in dichloromethane (0.8 ml) was added dropwise 4-nitrophenyl chloroformate (20 mg) at ambient temperature. After stirring for 2 hours, piperidine (40 μl) was added in one portion. The solution was stirred overnight at ambient temperature and then diluted with diethyl ether (20 ml). The mixture was washed with brine, aqueous saturated ... Starting materials: COC(=O)c1cc(Br)cs1, CCn1nccc1B1OC(C)(C)C(C)(C)O1, [K+], [K+], O=C([O-])[O-], C1COCCO1, O. The product is CCn1nccc1-c1csc(C(=O)OC)c1. As a reaction SMILES: [Br:1][c:2]1[cH:3][c:4]([C:7](=[O:8])[O:9][CH3:10])[s:5][cH:6]1.[CH2:17]([CH3:18])[n:19]1[n:20][cH:21][cH:22][c:23]1[B:24]1[O:25][C:26]([CH3:27])([CH3:28])[C:29]([CH3:30])([CH3:31])[O:32]1.[K+:11].[K+:12].[O-:13][C:14]([O-:15])=[O:16].[O:33]1[CH2:34][CH2:35][O:36][CH2:37][CH2:38]1.[OH2:39]>>[c:2]1(-[c:23]2[n:19]([CH2:17][CH3:18])[n:20][cH:21][cH:22]2)[cH:3][c:4]([C:7](=[O:8])[O:9][CH3:10])[s:5][cH:6]1. Reactants: Fc1ccc(CBr)cc1, [K+], [K+], Nc1nccn2c(C3CCC3)nc(-c3cccc(O)c3)c12, O=C([O-])[O-], CN(C)C=O. The product is Nc1nccn2c(C3CCC3)nc(-c3cccc(OCc4ccc(F)cc4)c3)c12. As a reaction SMILES: [Br:28][CH2:29][c:30]1[cH:31][cH:32][c:33]([F:36])[cH:34][cH:35]1.[K+:22].[K+:23].[NH2:1][c:2]1[c:3]2[n:4]([cH:5][cH:6][n:7]1)[c:8]([CH:18]1[CH2:19][CH2:20][CH2:21]1)[n:9][c:10]2-[c:11]1[cH:12][c:13]([OH:17])[cH:14][cH:15][cH:16]1.[O-:24][C:25]([O-:26])=[O:27].[O:37]=[CH:38][N:39]([CH3:40])[CH3:41]>>[NH2:1][c:2]1[c:3]2[n:4]([cH:5][cH:6][n:7]1)[c:8]([CH:18]1[CH2:19][CH2:20][CH2:21]1)[n:9][c:10]2-[c:11]1[cH:12][c:13]([O:17][CH2:29][c:30]2[cH:31][cH:32][c:33]([F:36])[cH:34][cH:35]2)[cH:14][cH:15][cH:16]1. Starting materials: C(C)OC(CC(C(=O)C)C(C1=CC=C(C=C1)Cl)=O)=O (3-(p-chlorobenzoyl)-levulinic acid ethyl ester), ClC1=CC=C(C=C1)C(C)=O (p-chloro-acetophenone), [H-].[Na+] (sodium hydride). Run in C(C)OC(C)=O (acetic acid ethyl ester). Yields the product ClC1=CC=C(C(=O)CC(C)=O)C=C1 (p-chloro-benzoylacetone). As a reaction SMILES: C(OC(=O)C[CH:6]([C:10](=[O:18])[C:11]1[CH:16]=[CH:15][C:14]([Cl:17])=[CH:13][CH:12]=1)[C:7]([CH3:9])=[O:8])C.ClC1C=CC(C(=O)C)=CC=1.[H-].[Na+]>C(OC(=O)C)C>[Cl:17][C:14]1[CH:13]=[CH:12][C:11]([C:10]([CH2:6][C:7](=[O:8])[CH3:9])=[O:18])=[CH:16][CH:15]=1 |f:2.3|. Reported procedure: The 3-(p-chlorobenzoyl)-levulinic acid ethyl ester used in Example 20 as the starting material was obtained in the following manner: p-chloro-acetophenone, acetic acid ethyl ester and sodium hydride were condensed to form p-chloro-benzoylacetone by the method described by Swamer and Hauser, J. Am. Chem. So. 72, 1352 (1952). The p-chlorobenzoylacetone thus obtained was alkylated by reaction with bromoacetic acid ester and sodium hydride in dimethyl formamide to produce 3-(p-chlorobenzoyl)-levulin... Reactants: FC=1C=CC(=C2CC[C@@H](NC12)C)OC ((S)-8-fluoro-5-methoxy-2-methyl-1,2,3,4-tetrahydroquinoline), BrC1=C(C=2CC[C@@H](N(C2C=C1)C(=O)C1CC1)C)O ((2S)-6-bromo-1-cyclopropanecarbonyl-2-methyl-1,2,3,4-tetrahydroquinolin-5-ol), BrC1=C(C=2CC[C@@H](N(C2C=C1)C(=O)C1CC1)C)O ((2S)-6-bromo-1-cyclopropanecarbonyl-2-methyl-1,2,3,4-tetrahydroquinolin-5-ol). Yields the product BrC=1C(=C2CC[C@@H](N(C2=C(C1)F)C(=O)C1CC1)C)O ((S)-(6-Bromo-8-fluoro-5-hydroxy-2-methyl-3,4-dihydroquinolin-1 (2H)-yl)(cyclopropyl)methanone). RXN SMILES: [F:1]C1C=CC(OC)=C2C=1N[C@@H](C)CC2.[Br:15][C:16]1[CH:25]=[CH:24][C:23]2[N:22]([C:26]([CH:28]3[CH2:30][CH2:29]3)=[O:27])[C@@H:21]([CH3:31])[CH2:20][CH2:19][C:18]=2[C:17]=1[OH:32]>>[Br:15][C:16]1[C:17]([OH:32])=[C:18]2[C:23](=[C:24]([F:1])[CH:25]=1)[N:22]([C:26]([CH:28]1[CH2:30][CH2:29]1)=[O:27])[C@@H:21]([CH3:31])[CH2:20][CH2:19]2. Procedure details: (S)-(6-Bromo-8-fluoro-5-hydroxy-2-methyl-3,4-dihydroquinolin-1 (2H)-yl)(cyclopropyl)methanone was synthesized from (S)-8-fluoro-5-methoxy-2-methyl-1,2,3,4-tetrahydroquinoline according to the procedures described above for (2S)-6-bromo-1-cyclopropanecarbonyl-2-methyl-1,2,3,4-tetrahydroquinolin-5-ol (Intermediate 2, Steps 1a, 2a, and 3). MS (ESI, pos. ion) m/z 328, 330 [M+H]+. Yields the product C1=CC=CC=2C3C4=CC=CC=C4C(C12)(C3)CN3CCC(CC3)(O)C3=NC=CC=C3 (1-(9,10-Dihydro-9,10-methanoanthracen-9-ylmethyl)-4-(2-Pyridyl)piperidin-4-ol), free base. Procedure: Using a procedure similar to that described in example 1 except starting with 1-(9,10-dihydro-9,10-methanoanthracen-9-ylmethyl)-4-piperidinone (described in example 5d) and 2-bromopyridine, the title compound was formed in 66% yield as a white solid, mp 194°-196° C. free base: 1H NMR (CDCl3, 250 HHz) 8.53 (d, J=5.0 Hz, 1H), 7.70 (ddd, J=1.5, 7.7, 7.7 Hz, 1H), 7.39 (d, J=7.8 Hz, 1H), 7.22 (m, 5H), 6.94 (m, 4H), 5.23 (s, 1H), 4.30 (s, 1H), 3.52 (s, 2H), 2.99 (m, 2H), 2.81 (dt, J=2.0, 12.0 Hz, 2H),... The reactants are C1=CC=CC=2C3C4=CC=CC=C4C(C12)(C3)CN3CCC(CC3)=O (1-(9,10-dihydro-9,10-methanoanthracen-9-ylmethyl)-4-piperidinone), BrC1=NC=CC=C1 (2-bromopyridine). As a reaction SMILES: [CH:1]1[C:14]2[C:13]3([CH2:16][N:17]4[CH2:22][CH2:21][C:20](=[O:23])[CH2:19][CH2:18]4)[CH2:15][CH:6]([C:7]4[C:12]3=[CH:11][CH:10]=[CH:9][CH:8]=4)[C:5]=2[CH:4]=[CH:3][CH:2]=1.Br[C:25]1[CH:30]=[CH:29][CH:28]=[CH:27][N:26]=1>>[CH:11]1[C:12]2[C:13]3([CH2:16][N:17]4[CH2:22][CH2:21][C:20]([C:25]5[CH:30]=[CH:29][CH:28]=[CH:27][N:26]=5)([OH:23])[CH2:19][CH2:18]4)[CH2:15][CH:6]([C:5]4[C:14]3=[CH:1][CH:2]=[CH:3][CH:4]=4)[C:7]=2[CH:8]=[CH:9][CH:10]=1. Yield: 66.0%. Reaction conditions: time 5 minute. Starting materials: C1(=CC=CC2=CC=CC=C12)CN1CCC2(C(NCN2C2=CC=CC=C2)=O)CC1 (8-Naphthalen-1-ylmethyl-1-phenyl-1,3,8-triazaspiro[4.5]decan-4-one), C1(=CC=CC=C1)N1CNC(C12CCN(CC2)CC2=CC=CC1=CC=CC=C21)=O (1-phenyl-8-naphthalen-1-ylmethyl-1,3,8-triazaspiro[4.5]decan-4-one), BrCCCCCCCBr (1,7-dibromoheptane), [H-].[Na+] (Sodium hydride). Procedure: Sodium hydride, 60% (0.156 g, 3.9 mmol) was suspended in dry heptane (5 ml) and stirred under nitrogen for 5 minutes. The solvent was decanted and dry dimethyl formamide (4 ml) was added. 8-Naphthalen-1-ylmethyl-1-phenyl-1,3,8-triazaspiro[4.5]decan-4-one (1.115 g, 3.0 mmol), dissolved in dry dimethyl formamide (11 ml) was added dropwise under cooling in an ice bath. The mixture was stirred at 0° C. for 1 h. The resulting solution of deprotonated 1-phenyl-8-naphthalen-1-ylmethyl-1,3,8-triazaspiro... The product is BrCCCCCCCN1CN(C2(C1=O)CCN(CC2)CC2=CC=CC1=CC=CC=C21)C2=CC=CC=C2 (3-(7-bromo-heptyl)-8-naphthalen-1-ylmethyl-1-phenyl-1,3,8-triaza-spiro[4.5]decan-4-one). Solvent: CN(C=O)C (dimethyl formamide), CN(C=O)C (dimethyl formamide), CCCCCCC (heptane), O (water). Yield: 72.4%. RXN SMILES: [H-].[Na+].[C:3]1([CH2:13][N:14]2[CH2:30][CH2:29][C:17]3([N:21]([C:22]4[CH:27]=[CH:26][CH:25]=[CH:24][CH:23]=4)[CH2:20][NH:19][C:18]3=[O:28])[CH2:16][CH2:15]2)[C:12]2[C:7](=[CH:8][CH:9]=[CH:10][CH:11]=2)[CH:6]=[CH:5][CH:4]=1.[Br:31][CH2:32][CH2:33][CH2:34][CH2:35][CH2:36][CH2:37][CH2:38]Br>CCCCCCC.CN(C)C=O.O>[Br:31][CH2:32][CH2:33][CH2:34][CH2:35][CH2:36][CH2:37][CH2:38][N:19]1[C:18](=[O:28])[C:17]2([CH2:29][CH2:30][N:14]([CH2:13][C:3]3[C:12]4[C:7](=[CH:8][CH:9]=[CH:10][CH:11]=4)[CH:6]=[CH:5][CH:4]=3)[CH2:15][CH2:16]2)[N:21]([C:22]2[CH:23]=[CH:24][CH:25]=[CH:26][CH:27]=2)[CH2:20]1 |f:0.1|. Reactants: C1CCOC1, C(=NC1CCCCC1)=NC1CCCCC1, NCCCCCN1CCCN(S(=O)(=O)c2ccccc2[N+](=O)[O-])Cc2cccc(n2)CN(S(=O)(=O)c2ccccc2[N+](=O)[O-])CC1, On1nnc2ccccc21, O=C(O)c1ccc2ccc3cccc4ccc1c2c34. Yields the product O=C(NCCCCCN1CCCN(S(=O)(=O)c2ccccc2[N+](=O)[O-])Cc2cccc(n2)CN(S(=O)(=O)c2ccccc2[N+](=O)[O-])CC1)c1ccc2ccc3cccc4ccc1c2c34. As a reaction SMILES: [CH2:91]1[O:92][CH2:93][CH2:94][CH2:95]1.[CH:20]1([N:21]=[C:22]=[N:23][CH:24]2[CH2:25][CH2:26][CH2:27][CH2:28][CH2:29]2)[CH2:30][CH2:31][CH2:32][CH2:33][CH2:34]1.[NH2:45][CH2:46][CH2:47][CH2:48][CH2:49][CH2:50][N:51]1[CH2:52][CH2:53][N:54]([S:79](=[O:80])(=[O:81])[c:82]2[c:83]([N+:88](=[O:89])[O-:90])[cH:84][cH:85][cH:86][cH:87]2)[CH2:55][c:56]2[cH:57][cH:58][cH:59][c:60]([n:78]2)[CH2:61][N:62]([S:66](=[O:67])(=[O:68])[c:69]2[c:70]([N+:75](=[O:76])[O-:77])[cH:71][cH:72][cH:73][cH:74]2)[CH2:63][CH2:64][CH2:65]1.[OH:35][n:36]1[c:37]2[c:38]([cH:39][cH:40][cH:41][cH:42]2)[n:43][n:44]1.[c:1]1([C:17](=[O:18])[OH:19])[cH:2][cH:3][c:4]2[cH:5][cH:6][c:7]3[cH:8][cH:9][cH:10][c:11]4[cH:12][cH:13][c:14]1[c:15]2[c:16]34>>[c:1]1([C:17](=[O:18])[NH:45][CH2:46][CH2:47][CH2:48][CH2:49][CH2:50][N:51]2[CH2:52][CH2:53][N:54]([S:79](=[O:80])(=[O:81])[c:82]3[c:83]([N+:88](=[O:89])[O-:90])[cH:84][cH:85][cH:86][cH:87]3)[CH2:55][c:56]3[cH:57][cH:58][cH:59][c:60]([n:78]3)[CH2:61][N:62]([S:66](=[O:67])(=[O:68])[c:69]3[c:70]([N+:75](=[O:76])[O-:77])[cH:71][cH:72][cH:73][cH:74]3)[CH2:63][CH2:64][CH2:65]2)[cH:2][cH:3][c:4]2[cH:5][cH:6][c:7]3[cH:8][cH:9][cH:10][c:11]4[cH:12][cH:13][c:14]1[c:15]2[c:16]34. The reactants are C1(CC1)S(=O)(=O)C1=CC=C(C=C1)C(CC1CCOCC1)C1=CC=C(N1)C1=CC=C(C=N1)CC(=O)OC (methyl [6-(5-{1-[4-(cyclopropylsulfonyl)phenyl]-2-(tetrahydro-2H-pyran-4-yl)ethyl}-1H-pyrrol-2-yl)pyridin-3-yl]acetate), O1CCCC1 (tetrahydrofuran), CO (methanol), [BH4-].[Li+] (lithium borohydride). Solvent: O (water). Reaction conditions: time 3 hour. The product is C1(CC1)S(=O)(=O)C1=CC=C(C=C1)C(CC1CCOCC1)C1=CC=C(N1)C1=CC=C(C=N1)CCO (2-[6-(5-{1-[4-(cyclopropylsulfonyl)phenyl]-2-(tetrahydro-2H-pyran-4-yl)ethyl}-1H-pyrrol-2-yl)pyridin-3-yl]ethanol). RXN SMILES: [CH:1]1([S:4]([C:7]2[CH:12]=[CH:11][C:10]([CH:13]([C:21]3[NH:25][C:24]([C:26]4[N:31]=[CH:30][C:29]([CH2:32][C:33](OC)=[O:34])=[CH:28][CH:27]=4)=[CH:23][CH:22]=3)[CH2:14][CH:15]3[CH2:20][CH2:19][O:18][CH2:17][CH2:16]3)=[CH:9][CH:8]=2)(=[O:6])=[O:5])[CH2:3][CH2:2]1.O1CCCC1.CO.[BH4-].[Li+]>O>[CH:1]1([S:4]([C:7]2[CH:8]=[CH:9][C:10]([CH:13]([C:21]3[NH:25][C:24]([C:26]4[N:31]=[CH:30][C:29]([CH2:32][CH2:33][OH:34])=[CH:28][CH:27]=4)=[CH:23][CH:22]=3)[CH2:14][CH:15]3[CH2:16][CH2:17][O:18][CH2:19][CH2:20]3)=[CH:11][CH:12]=2)(=[O:6])=[O:5])[CH2:3][CH2:2]1 |f:3.4|. Procedure: To a mixture of methyl [6-(5-{1-[4-(cyclopropylsulfonyl)phenyl]-2-(tetrahydro-2H-pyran-4-yl)ethyl}-1H-pyrrol-2-yl)pyridin-3-yl]acetate (400 mg), tetrahydrofuran (10 mL) and methanol (2 mL) was added lithium borohydride (85 mg) at room temperature, and the mixture was stirred at room temperature for 3 hr. To the reaction mixture was added water and the mixture was extracted with ethyl acetate. The ethyl acetate layer was washed with saturated brine, dried (MgSO4) and concentrated. The residue was... The reactants are C(C1=CC=CC=C1)(C1=CC=CC=C1)OC(=O)C=1N2C([C@H](C2SCC1SC1=C(N=NS1)C)NC(C(=NOC(C1=CC=CC=C1)(C1=CC=CC=C1)C1=CC=CC=C1)C=1N=C(SC1Cl)N)=O)=O ((7R)-7-[2-(2-amino-5-chlorothiazol-4-yl)-2-trityloxyiminoacetylamino]-3-(4-methyl-[1,2,3]thiadiazol-5-ylsulfanyl)-8-oxo-5-thia-1-aza-bicyclo[4.2.0]oct-2-ene 2-carboxylic acid benzhydryl ester), C(C)[SiH](CC)CC (triethylsilane), FC(C(=O)O)(F)F (trifluoroacetic acid). Solvent: ClCCl (dichloromethane). Product: NC=1SC(=C(N1)C(C(=O)N[C@H]1C2SCC(=C(N2C1=O)C(=O)O)SC1=C(N=NS1)C)=NO)Cl ((7R)-7-[2-(2-Amino-5-chlorothiazol-4-yl)-2-hydroxyiminoacetylamino]-3-(4-methyl-[1,2,3]thiadiazol-5-ylsulfanyl)-8-oxo-5-thia-1-aza-bicyclo[4.2.0]oct-2-ene-2-carboxylic acid). Reaction SMILES: C([O:14][C:15]([C:17]1[N:18]2[CH:21]([S:22][CH2:23][C:24]=1[S:25][C:26]1[S:30][N:29]=[N:28][C:27]=1[CH3:31])[C@H:20]([NH:32][C:33](=[O:63])[C:34]([C:56]1[N:57]=[C:58]([NH2:62])[S:59][C:60]=1[Cl:61])=[N:35][O:36]C(C1C=CC=CC=1)(C1C=CC=CC=1)C1C=CC=CC=1)[C:19]2=[O:64])=[O:16])(C1C=CC=CC=1)C1C=CC=CC=1.C([SiH](CC)CC)C.FC(F)(F)C(O)=O>ClCCl>[NH2:62][C:58]1[S:59][C:60]([Cl:61])=[C:56]([C:34](=[N:35][OH:36])[C:33]([NH:32][C@@H:20]2[C:19](=[O:64])[N:18]3[CH:21]2[S:22][CH2:23][C:24]([S:25][C:26]2[S:30][N:29]=[N:28][C:27]=2[CH3:31])=[C:17]3[C:15]([OH:16])=[O:14])=[O:63])[N:57]=1. Procedure: To a solution of (7R)-7-[2-(2-amino-5-chlorothiazol-4-yl)-2-trityloxyiminoacetylamino]-3-(4-methyl-[1,2,3]thiadiazol-5-ylsulfanyl)-8-oxo-5-thia-1-aza-bicyclo[4.2.0]oct-2-ene 2-carboxylic acid benzhydryl ester (990 mg, 1.05 mmol) in dichloromethane (21 mL) was added triethylsilane (11 mL) followed by addition of trifluoroacetic acid (21 mL). After 1 hr at room temperature the reaction mixture was concentrated under vacuum. Disopropyl ether was added to the oily residue. The title compound precipi...